This data is from the Open Reaction Database (ORD), a public repository of structured organic reaction records. The task is: describe an organic reaction: reactants, conditions, products, and yield The reactants are CC#N, Fc1ccc2c(c1)OCCC2, O=C1CCC(=O)N1Br, O. The product is Fc1cc2c(cc1Br)CCCO2. Reaction SMILES: [CH3:20][C:21]#[N:22].[F:1][c:2]1[cH:3][cH:4][c:5]2[c:10]([cH:11]1)[O:9][CH2:8][CH2:7][CH2:6]2.[O:12]=[C:13]1[N:14]([Br:19])[C:15](=[O:16])[CH2:17][CH2:18]1.[OH2:23]>>[F:1][c:2]1[c:3]([Br:19])[cH:4][c:5]2[c:10]([cH:11]1)[O:9][CH2:8][CH2:7][CH2:6]2. Starting materials: C1OC2CNC1C2, ClC(Cl)Cl, O=C(O)C(F)(F)F, COc1ccc(C2COCCO2)c2sc(NC(=O)Oc3ccccc3)nc12, c1ccncc1. The product is COc1ccc(C2COCCO2)c2sc(NC(=O)N3CC4CC3CO4)nc12. Reaction SMILES: [CH:35]12[O:36][CH2:37][CH:38]([NH:39][CH2:40]1)[CH2:41]2.[CH:48]([Cl:49])([Cl:50])[Cl:51].[F:28][C:29]([F:30])([F:31])[C:32]([OH:33])=[O:34].[c:1]1([O:2][C:8]([NH:9][c:10]2[s:11][c:12]3[c:13]([n:14]2)[c:15]([O:25][CH3:26])[cH:16][cH:17][c:18]3[CH:19]2[O:20][CH2:21][CH2:22][O:23][CH2:24]2)=[O:27])[cH:3][cH:4][cH:5][cH:6][cH:7]1.[cH:42]1[cH:43][cH:44][n:45][cH:46][cH:47]1>>[C:8]([NH:9][c:10]1[s:11][c:12]2[c:13]([n:14]1)[c:15]([O:25][CH3:26])[cH:16][cH:17][c:18]2[CH:19]1[O:20][CH2:21][CH2:22][O:23][CH2:24]1)(=[O:27])[N:39]1[CH:38]2[CH2:37][O:36][CH:35]([CH2:40]1)[CH2:41]2. Starting materials: CC(=O)O, C1CCOC1, [Li]CCCC, CCCCCC, Fc1cnc(Cl)nc1, N#CC1=C(C#N)C(=O)C(Cl)=C(Cl)C1=O, CN(c1ccc(F)cc1)c1cncs1, O. The product is CN(c1ccc(F)cc1)c1cnc(-c2nc(Cl)ncc2F)s1. Reaction SMILES: [C:28]([OH:29])(=[O:30])[CH3:31].[CH2:52]1[O:53][CH2:54][CH2:55][CH2:56]1.[CH3:1][CH2:2][CH2:3][CH2:4][Li:5].[CH3:46][CH2:47][CH2:48][CH2:49][CH2:50][CH3:51].[Cl:20][c:21]1[n:22][cH:23][c:24]([F:27])[cH:25][n:26]1.[Cl:32][C:33]1=[C:44]([Cl:45])[C:42](=[O:43])[C:39]([C:40]#[N:41])=[C:36]([C:37]#[N:38])[C:34]1=[O:35].[F:6][c:7]1[cH:8][cH:9][c:10]([N:13]([c:14]2[cH:15][n:16][cH:17][s:18]2)[CH3:19])[cH:11][cH:12]1.[OH2:57]>>[F:6][c:7]1[cH:8][cH:9][c:10]([N:13]([c:14]2[cH:15][n:16][c:17](-[c:25]3[c:24]([F:27])[cH:23][n:22][c:21]([Cl:20])[n:26]3)[s:18]2)[CH3:19])[cH:11][cH:12]1. Starting materials: CON=C(c1ccc(Cl)cc1)C(Br)CC1CCCC1, CO, N. Product: CON=C(c1ccc(Cl)cc1)C(N)CC1CCCC1. As a reaction SMILES: [CH3:1][O:2][N:3]=[C:4]([CH:5]([CH2:6][CH:7]1[CH2:8][CH2:9][CH2:10][CH2:11]1)[Br:12])[c:13]1[cH:14][cH:15][c:16]([Cl:19])[cH:17][cH:18]1.[CH3:21][OH:22].[NH3:20]>>[CH3:1][O:2][N:3]=[C:4]([CH:5]([CH2:6][CH:7]1[CH2:8][CH2:9][CH2:10][CH2:11]1)[NH2:20])[c:13]1[cH:14][cH:15][c:16]([Cl:19])[cH:17][cH:18]1.